Dataset: the Open Reaction Database (ORD), a public repository of structured organic reaction records. Task: describe an organic reaction: reactants, conditions, products, and yield Starting materials: CS(C)=O, [Cl-], CC1(C)CCC(C)(C)c2cc(CCl)ccc21, [H-], [NH4+], [Na+], O=Cc1cccc(O)c1O. The product is CC1(C)CCC(C)(C)c2cc(COc3cccc(C=O)c3O)ccc21. As a reaction SMILES: [CH3:31][S:32]([CH3:33])=[O:34].[Cl-:29].[Cl:13][CH2:14][c:15]1[cH:16][c:17]2[c:22]([cH:23][cH:24]1)[C:21]([CH3:25])([CH3:26])[CH2:20][CH2:19][C:18]2([CH3:27])[CH3:28].[H-:1].[NH4+:30].[Na+:2].[OH:3][c:4]1[c:5]([CH:6]=[O:7])[cH:8][cH:9][cH:10][c:11]1[OH:12]>>[OH:3][c:4]1[c:5]([CH:6]=[O:7])[cH:8][cH:9][cH:10][c:11]1[O:12][CH2:14][c:15]1[cH:16][c:17]2[c:22]([cH:23][cH:24]1)[C:21]([CH3:25])([CH3:26])[CH2:20][CH2:19][C:18]2([CH3:27])[CH3:28]. The reactants are C(C)OC(C1=C(C=CC(=C1)[N+](=O)[O-])CBr)=O (2-bromomethyl-5-nitrobenzoic acid ethyl ester), COC(CCC1=CC=C(C=C1)N)=O (3-(4-amino-phenyl)propionic acid methyl ester), NC1=CC=CC=C1 (aniline). The product is COC(CCC1=CC=C(C=C1)N1C(C2=CC(=CC=C2C1)[N+](=O)[O-])=O)=O (3-[4-(6-nitro-1-oxo-1,3-dihydro-isoindol-2-yl)-phenyl]-propionic acid methyl ester). RXN SMILES: C(O[C:4](=[O:16])[C:5]1[CH:10]=[C:9]([N+:11]([O-:13])=[O:12])[CH:8]=[CH:7][C:6]=1[CH2:14]Br)C.[CH3:17][O:18][C:19](=[O:29])[CH2:20][CH2:21][C:22]1[CH:27]=[CH:26][C:25]([NH2:28])=[CH:24][CH:23]=1.NC1C=CC=CC=1>>[CH3:17][O:18][C:19](=[O:29])[CH2:20][CH2:21][C:22]1[CH:27]=[CH:26][C:25]([N:28]2[CH2:14][C:6]3[C:5](=[CH:10][C:9]([N+:11]([O-:13])=[O:12])=[CH:8][CH:7]=3)[C:4]2=[O:16])=[CH:24][CH:23]=1. Procedure: By using 2-bromomethyl-5-nitrobenzoic acid ethyl ester and 3-(4-amino-phenyl)propionic acid methyl ester instead of 2-bromomethyl-6-nitro-benzoic acid methyl ester and aniline in Example 25, synthesis was performed in the same manner as that of Example 25 to obtain 3-[4-(6-nitro-1-oxo-1,3-dihydro-isoindol-2-yl)-phenyl]-propionic acid methyl ester as yellow crystals. The reactants are Cc1ccccc1, C[Si](C)(C)CCOCn1nc(I)c2cc(C3OCCO3)ccc21, OCCN1CCCCC1. Yields the product C[Si](C)(C)CCOCn1nc(OCCN2CCCCC2)c2cc(C3OCCO3)ccc21. RXN SMILES: [CH3:33][c:34]1[cH:35][cH:36][cH:37][cH:38][cH:39]1.[O:1]1[CH:2]([c:6]2[cH:7][c:8]3[c:9]([I:23])[n:10][n:11]([CH2:15][O:16][CH2:17][CH2:18][Si:19]([CH3:20])([CH3:21])[CH3:22])[c:12]3[cH:13][cH:14]2)[O:3][CH2:4][CH2:5]1.[OH:24][CH2:25][CH2:26][N:27]1[CH2:28][CH2:29][CH2:30][CH2:31][CH2:32]1>>[O:1]1[CH:2]([c:6]2[cH:7][c:8]3[c:9]([O:24][CH2:25][CH2:26][N:27]4[CH2:28][CH2:29][CH2:30][CH2:31][CH2:32]4)[n:10][n:11]([CH2:15][O:16][CH2:17][CH2:18][Si:19]([CH3:20])([CH3:21])[CH3:22])[c:12]3[cH:13][cH:14]2)[O:3][CH2:4][CH2:5]1. The reactants are C(C)(C)(C)OC(=O)N1CCC2(C(N(C(N2CCC)=O)C)=O)CC1 (3-methyl-2,4-dioxo-1-propyl-1,3,8-triaza-spiro[4.5]decane-8-carboxylic acid tert-butyl ester), crude product, C([O-])([O-])=O.[K+].[K+] (potassium carbonate), BrCC1=CC2=C(N=C(N=C2)C#N)N1CC(C)(C)C (6-bromomethyl-7-(2,2-dimethyl-propyl)-7H-pyrrolo[2,3-d]pyrimidine-2-carbonitrile), C(C)(C)(C)OC(=O)N1CCC2(C(N(C(N2)=O)C)=O)CC1 (3-methyl-2,4-dioxo-1,3,8-triaza-spiro[4.5]decane-8-carboxylic acid tert-butyl ester), Na, [Br-] (bromide). The solvent is C(Cl)Cl (CH2Cl2), C(=O)(C(F)(F)F)O (TFA), CS(=O)C (DMSO), CN(C)C=O (DMF). Conditions: time 4 hour. Product: CC(CN1C(=CC2=C1N=C(N=C2)C#N)CN2CCC1(C(N(C(N1CCC)=O)C)=O)CC2)(C)C (7-(2,2-Dimethyl-propyl)-6-(3-methyl-2,4-dioxo-1-propyl-1,3,8-triaza-spiro[4.5]dec-8-ylmethyl)-7H-pyrrolo[2,3-d]pyrimidine-2-carbonitrile). Isolated yield 37.5%. Reaction SMILES: C(OC(N1CCC2(NC(=O)N(C)C2=O)CC1)=O)(C)(C)C.[Br-].C(O[C:27]([N:29]1[CH2:44][CH2:43][C:32]2([N:36]([CH2:37][CH2:38][CH3:39])[C:35](=[O:40])[N:34]([CH3:41])[C:33]2=[O:42])[CH2:31][CH2:30]1)=O)(C)(C)C.C(=O)([O-])[O-].[K+].[K+].BrC[C:53]1[N:63]([CH2:64][C:65]([CH3:68])([CH3:67])[CH3:66])[C:56]2[N:57]=[C:58]([C:61]#[N:62])[N:59]=[CH:60][C:55]=2[CH:54]=1>CN(C=O)C.C(Cl)Cl.C(O)(C(F)(F)F)=O.CS(C)=O>[CH3:66][C:65]([CH3:68])([CH3:67])[CH2:64][N:63]1[C:56]2[N:57]=[C:58]([C:61]#[N:62])[N:59]=[CH:60][C:55]=2[CH:54]=[C:53]1[CH2:27][N:29]1[CH2:30][CH2:31][C:32]2([N:36]([CH2:37][CH2:38][CH3:39])[C:35](=[O:40])[N:34]([CH3:41])[C:33]2=[O:42])[CH2:43][CH2:44]1 |f:3.4.5|. Procedure details: To a solution of 3-methyl-2,4-dioxo-1,3,8-triaza-spiro[4.5]decane-8-carboxylic acid tert-butyl ester (1 g, 3.53 mmol) in DMF (10 ml), Na (211 mg, 5.4 mmol) and n-propryl bromide (384 □1, 4.24 mmol) are added at 0° C. The reaction mixture is stirred at ambient temperature for 4 h, quenched with saturated ammonium chloride and extracted with AcOEt. The organic layer is washed with brine, dried over magnesium sulfate and filtrated. To a solution of 3-methyl-2,4-dioxo-1-propyl-1,3,8-triaza-spiro[4.5... Reactants: [OH-].[NH4+] (Ammonium hydroxide), C(C)(C)(C)[Mg]Br (tert-Butyl magnesium bromide), [Cu](C#N)C#N (copper cyanide), C(C)OC(=O)C=1C=NN(C1C)C1=NC=C(C=C1)Br (1-(5-bromopyridin-2-yl)-5-methyl-1H-pyrazole-4-carboxylic acid ethyl ester). The solvent is O1CCCC1 (tetrahydrofuran). Run at time 20 minute. Product: C(C)OC(=O)C=1C=NN(C1C)C1=NC=C(C=C1)C(C)(C)C (1-(5-tert-butylpyridin-2-yl)-5-methyl-1H-pyrazole-4-carboxylic acid ethyl ester). Reaction SMILES: [C:1]([Mg]Br)([CH3:4])([CH3:3])[CH3:2].[Cu](C#N)C#N.[CH2:12]([O:14][C:15]([C:17]1[CH:18]=[N:19][N:20]([C:23]2[CH:28]=[CH:27][C:26](Br)=[CH:25][N:24]=2)[C:21]=1[CH3:22])=[O:16])[CH3:13].[OH-].[NH4+]>O1CCCC1>[CH2:12]([O:14][C:15]([C:17]1[CH:18]=[N:19][N:20]([C:23]2[CH:28]=[CH:27][C:26]([C:1]([CH3:4])([CH3:3])[CH3:2])=[CH:25][N:24]=2)[C:21]=1[CH3:22])=[O:16])[CH3:13] |f:3.4|. Procedure: tert-Butyl magnesium bromide (2M tetrahydrofuran solution; 35 ml) was added to a suspension of copper cyanide (3.1 g) in tetrahydrofuran (35 ml) at −78° C., stirred for 20 minutes, and then 1-(5-bromopyridin-2-yl)-5-methyl-1H-pyrazole-4-carboxylic acid ethyl ester (3.1 g) described in Reference example 24(2) was added and the mixture was stirred at −78° C. for two hours. It was further stirred at room temperature for 16 hours. Ammonium hydroxide was added to the reaction solution and extracted w... Reactants: NC=1C(=NC(=CC1)Cl)S (3-Amino-6-chloropyridine-2-thiol), C(=O)O (formic acid), N (ammonia). Yields the product ClC1=CC=C2C(=N1)SC=N2 (5-Chlorothiazolo[5,4-b]pyridine). RXN SMILES: [NH2:1][C:2]1[C:3]([SH:9])=[N:4][C:5]([Cl:8])=[CH:6][CH:7]=1.N.[CH:11](O)=O>>[Cl:8][C:5]1[N:4]=[C:3]2[S:9][CH:11]=[N:1][C:2]2=[CH:7][CH:6]=1. Procedure: 3-Amino-6-chloropyridine-2-thiol (Q-3) (16.4 g, 103 mmol) in formic acid (80 mL) was refluxed at 110° C. for 2 h. The reaction mixture was cooled and neutralized with concentrated ammonia to pH 7. A precipitate was collected by filtration as the title compound (14.5 g). MS (m/z): 171 (M+1)+. Yields the product O=C1C(N2CCC(c3cc(Cl)cc(Cl)c3)C2)CCN1c1ccc(S(=O)(=O)Cl)cc1. Starting materials: O=C1C(N2CCC(c3cc(Cl)cc(Cl)c3)C2)CCN1c1ccccc1, O=S(=O)(O)Cl, [Na+], O=C([O-])O, O. Reaction SMILES: [Cl:1][c:2]1[cH:3][c:4]([CH:9]2[CH2:10][N:11]([CH:14]3[C:15](=[O:25])[N:16]([c:19]4[cH:20][cH:21][cH:22][cH:23][cH:24]4)[CH2:17][CH2:18]3)[CH2:12][CH2:13]2)[cH:5][c:6]([Cl:8])[cH:7]1.[Cl:26][S:27](=[O:28])(=[O:29])[OH:30].[Na+:35].[O-:31][C:32]([OH:33])=[O:34].[OH2:36]>>[Cl:1][c:2]1[cH:3][c:4]([CH:9]2[CH2:10][N:11]([CH:14]3[C:15](=[O:25])[N:16]([c:19]4[cH:20][cH:21][c:22]([S:27]([Cl:26])(=[O:28])=[O:29])[cH:23][cH:24]4)[CH2:17][CH2:18]3)[CH2:12][CH2:13]2)[cH:5][c:6]([Cl:8])[cH:7]1. Reactants: ClC=1C=CC(=NC1)NC(C1=C(C=CC(=C1)C)NCC1CCNCC1)=O (N-(5-Chloropyridin-2-yl)-5-methyl-2-[(4-piperidinylmethyl)amino]benzamide), C(#N)[BH3-].[Na+] (sodium cyanoborohydride), CC(=O)C (acetone). Run in CO.C(C)(=O)O (methanol acetic acid). Conditions: time 24 hour. Product: ClC=1C=CC(=NC1)NC(C1=C(C=CC(=C1)C)NCC1CCN(CC1)C(C)C)=O (N-(5-Chloropyridin-2-yl)-2-[(1-isopropylpiperidin-4-yl)methylamino]-5-methylbenzamide). Yield: 69.0%. As a reaction SMILES: [Cl:1][C:2]1[CH:3]=[CH:4][C:5]([NH:8][C:9](=[O:25])[C:10]2[CH:15]=[C:14]([CH3:16])[CH:13]=[CH:12][C:11]=2[NH:17][CH2:18][CH:19]2[CH2:24][CH2:23][NH:22][CH2:21][CH2:20]2)=[N:6][CH:7]=1.C([BH3-])#N.[Na+].[CH3:30][C:31]([CH3:33])=O>CO.C(O)(=O)C>[Cl:1][C:2]1[CH:3]=[CH:4][C:5]([NH:8][C:9](=[O:25])[C:10]2[CH:15]=[C:14]([CH3:16])[CH:13]=[CH:12][C:11]=2[NH:17][CH2:18][CH:19]2[CH2:24][CH2:23][N:22]([CH:31]([CH3:33])[CH3:30])[CH2:21][CH2:20]2)=[N:6][CH:7]=1 |f:1.2,4.5|. Procedure: A solution of N-(5-chloropyridin-2-yl)-2-[(4-piperidinylmethyl)amino]-5-methylbenzamide from Example 204 (1.0 g, 2.78 mmol) in 20 mL of acetone and 6 mL of 95:5 methanol-acetic acid was treated with sodium cyanoborohydride (0.70 g, 11.1 mmol). After stirring at room temperature for 24 h, the reaction mixture was applied to a 10 g SCX column, washed with methanol and eluted with 1 N ammonia in methanol. The yellow fractions were combined and concentrated in vacuo, affording 0.76 g (69%) of the ti...